Dataset: the Open Reaction Database (ORD), a public repository of structured organic reaction records. Task: describe an organic reaction: reactants, conditions, products, and yield Reactants: CC(C)(C)OC(=O)CCCOCC(F)(F)CN(Cc1ccccc1)Cc1ccccc1, CCO, O=C(O)C(F)(F)F, [OH-], [OH-], [Pd+2]. As a reaction SMILES: [CH2:1]([N:8]([CH2:2][c:3]1[cH:4][cH:5][cH:6][cH:7][cH:25]1)[CH2:9][C:10]([CH2:11][O:12][CH2:13][CH2:14][CH2:15][C:16](=[O:17])[O:18][C:19]([CH3:20])([CH3:21])[CH3:22])([F:23])[F:24])[c:26]1[cH:27][cH:28][cH:29][cH:30][cH:31]1.[CH3:39][CH2:40][OH:41].[F:32][C:33]([F:34])([F:35])[C:36]([OH:37])=[O:38].[OH-:42].[OH-:43].[Pd+2:44]>>[NH2:8][CH2:9][C:10]([CH2:11][O:12][CH2:13][CH2:14][CH2:15][C:16](=[O:17])[O:18][C:19]([CH3:20])([CH3:21])[CH3:22])([F:23])[F:24]. Product: CC(C)(C)OC(=O)CCCOCC(F)(F)CN.